Task: describe an organic reaction: reactants, conditions, products, and yield. Dataset: the Open Reaction Database (ORD), a public repository of structured organic reaction records The reactants are solution, C(C(=O)Cl)(=O)Cl (oxalylchloride), N1=C(C=CC=C1C)C (2,6-lutidine), ClC=1C=C(C=CC1S(=O)(=O)C)[C@H](C(=O)NC1=NN(C=C1)CCC(=O)O)CC1CCCC1 (3-{3-[2(R)-(3-chloro-4-methanesulfonyl-phenyl)-3-cyclopentyl-propionylamino]-pyrazol-1-yl}-propionic acid), C(CC)N (propylamine). The solvent is C(Cl)Cl (methylene chloride), C(Cl)Cl (methylene chloride). Run at temperature 25 celsius, time 1 hour. Yields the product ClC=1C=C(C=CC1S(=O)(=O)C)[C@H](C(=O)NC1=NN(C=C1)CCC(NCCC)=O)CC1CCCC1 (2(R)-(3-chloro-4-methanesulfonyl-phenyl)-3-cyclopentyl-N-[1-(2-propylcarbamoyl-ethyl)-1H-pyrazol-3-yl]-propionamide). The yield is 32.1%. As a reaction SMILES: [Cl:1][C:2]1[CH:3]=[C:4]([C@@H:12]([CH2:26][CH:27]2[CH2:31][CH2:30][CH2:29][CH2:28]2)[C:13]([NH:15][C:16]2[CH:20]=[CH:19][N:18]([CH2:21][CH2:22][C:23]([OH:25])=O)[N:17]=2)=[O:14])[CH:5]=[CH:6][C:7]=1[S:8]([CH3:11])(=[O:10])=[O:9].C(Cl)(=O)C(Cl)=O.[N:38]1C(C)=C[CH:41]=[CH:40][C:39]=1C.C(N)CC>C(Cl)Cl>[Cl:1][C:2]1[CH:3]=[C:4]([C@@H:12]([CH2:26][CH:27]2[CH2:31][CH2:30][CH2:29][CH2:28]2)[C:13]([NH:15][C:16]2[CH:20]=[CH:19][N:18]([CH2:21][CH2:22][C:23](=[O:25])[NH:38][CH2:39][CH2:40][CH3:41])[N:17]=2)=[O:14])[CH:5]=[CH:6][C:7]=1[S:8]([CH3:11])(=[O:9])=[O:10]. Reported procedure: To a solution containing 3-{3-[2(R)-(3-chloro-4-methanesulfonyl-phenyl)-3-cyclopentyl-propionylamino]-pyrazol-1-yl}-propionic acid (prepared in example 9, 50 mg, 0.11 mmol) in methylene chloride (2 mL), was then added a 2.0 M solution of oxalylchloride in methylene chloride (59 μL, 0.12 mmol) at 0° C. and allowed to stir at 25° C. for 1 h, after which time 2,6-lutidine (12 μL, 0.14 mmol) was added to the solution at 0° C. After 1 h, propylamine (10 μL, 0.11 mmol) was added and the reaction was a... Starting materials: O=C([O-])[O-], CCC(C)=O, COC(=O)CCl, [I-], [K+], [K+], [K+], O=C1CCCc2cc(O)ccc21. Yields the product COC(=O)COc1ccc2c(c1)CCCC2=O. Reaction SMILES: [C:19](=[O:20])([O-:21])[O-:22].[CH3:27][C:28](=[O:29])[CH2:30][CH3:31].[Cl:13][CH2:14][C:15](=[O:16])[O:17][CH3:18].[I-:26].[K+:23].[K+:24].[K+:25].[OH:1][c:2]1[cH:3][c:4]2[c:9]([cH:10][cH:11]1)[C:8](=[O:12])[CH2:7][CH2:6][CH2:5]2>>[O:1]([c:2]1[cH:3][c:4]2[c:9]([cH:10][cH:11]1)[C:8](=[O:12])[CH2:7][CH2:6][CH2:5]2)[CH2:14][C:15](=[O:16])[O:17][CH3:18]. Starting materials: CC(C)(C)NC(=O)C1CC2CCCC2N1CC(O)C(Cc1ccccc1)NC(=O)OCc1ccccc1, CCO. The product is CC(C)(C)NC(=O)C1CC2CCCC2N1CC(O)C(N)Cc1ccccc1. Reaction SMILES: [CH2:1]([O:2][C:3](=[O:4])[NH:11][CH:12]([CH:13]([CH2:14][N:15]1[CH:16]2[CH:17]([CH2:18][CH:19]1[C:20](=[O:21])[NH:22][C:23]([CH3:24])([CH3:25])[CH3:26])[CH2:27][CH2:28][CH2:29]2)[OH:30])[CH2:31][c:32]1[cH:33][cH:34][cH:35][cH:36][cH:37]1)[c:5]1[cH:6][cH:7][cH:8][cH:9][cH:10]1.[CH3:38][CH2:39][OH:40]>>[NH2:11][CH:12]([CH:13]([CH2:14][N:15]1[CH:16]2[CH:17]([CH2:18][CH:19]1[C:20](=[O:21])[NH:22][C:23]([CH3:24])([CH3:25])[CH3:26])[CH2:27][CH2:28][CH2:29]2)[OH:30])[CH2:31][c:32]1[cH:33][cH:34][cH:35][cH:36][cH:37]1. Starting materials: [Ag+2], O=C1OC(Br)c2ccccc21, CC(C)(C)OC(=O)NCC(O)CP(=O)(O)CC1CCCCC1, O=C([O-])[O-], Cc1ccccc1. Yields the product CC(C)(C)OC(=O)NCC(O)CP(=O)(CC1CCCCC1)OC1OC(=O)c2ccccc21. RXN SMILES: [Ag+2:45].[Br:23][CH:24]1[O:25][C:26](=[O:33])[c:27]2[cH:28][cH:29][cH:30][cH:31][c:32]21.[C:1]([CH3:2])([CH3:3])([CH3:4])[O:5][C:6](=[O:7])[NH:8][CH2:9][CH:10]([CH2:11][P:12]([OH:13])(=[O:14])[CH2:15][CH:16]1[CH2:17][CH2:18][CH2:19][CH2:20][CH2:21]1)[OH:22].[C:41](=[O:42])([O-:43])[O-:44].[CH3:34][c:35]1[cH:36][cH:37][cH:38][cH:39][cH:40]1>>[C:1]([CH3:2])([CH3:3])([CH3:4])[O:5][C:6](=[O:7])[NH:8][CH2:9][CH:10]([CH2:11][P:12](=[O:13])([O:14][CH:24]1[O:25][C:26](=[O:33])[c:27]2[cH:28][cH:29][cH:30][cH:31][c:32]21)[CH2:15][CH:16]1[CH2:17][CH2:18][CH2:19][CH2:20][CH2:21]1)[OH:22]. Reactants: N1CCOCC1 (morpholine), C(#N)C=1C=C2C(=CC=NC2=CC1OCC1OC1)OC1=CC(=C(C=C1)NC(=O)NC1=CC=C(C=C1)F)F (N-[4-(6-cyano-7-oxiranylmethoxyquinolin-4-yloxy)-2-fluorophenyl]-N′-(4-fluorophenyl)urea). Solvent: O1CCCC1 (tetrahydrofuran). Reaction conditions: temperature 50 celsius. The product is C(#N)C=1C=C2C(=CC=NC2=CC1OCC(CN1CCOCC1)O)OC1=CC(=C(C=C1)NC(=O)NC1=CC=C(C=C1)F)F (N-{4-[6-Cyano-7-(2-hydroxy-(3-morpholin-4-yl)propoxy)quinolin-4-yloxy]-2-fluorophenyl}-N′-(4-fluorophenyl)urea). Reaction SMILES: [NH:1]1[CH2:6][CH2:5][O:4][CH2:3][CH2:2]1.[C:7]([C:9]1[CH:10]=[C:11]2[C:16](=[CH:17][C:18]=1[O:19][CH2:20][CH:21]1[CH2:23][O:22]1)[N:15]=[CH:14][CH:13]=[C:12]2[O:24][C:25]1[CH:30]=[CH:29][C:28]([NH:31][C:32]([NH:34][C:35]2[CH:40]=[CH:39][C:38]([F:41])=[CH:37][CH:36]=2)=[O:33])=[C:27]([F:42])[CH:26]=1)#[N:8]>O1CCCC1>[C:7]([C:9]1[CH:10]=[C:11]2[C:16](=[CH:17][C:18]=1[O:19][CH2:20][CH:21]([OH:22])[CH2:23][N:1]1[CH2:6][CH2:5][O:4][CH2:3][CH2:2]1)[N:15]=[CH:14][CH:13]=[C:12]2[O:24][C:25]1[CH:30]=[CH:29][C:28]([NH:31][C:32]([NH:34][C:35]2[CH:36]=[CH:37][C:38]([F:41])=[CH:39][CH:40]=2)=[O:33])=[C:27]([F:42])[CH:26]=1)#[N:8]. Reported procedure: After adding tetrahydrofuran (1 ml) and morpholine (0.1 ml) to N-[4-(6-cyano-7-oxiranylmethoxyquinolin-4-yloxy)-2-fluorophenyl]-N′-(4-fluorophenyl)urea (100 mg), the mixture was heated at 50° C. for 30 minutes. The reaction solution was purified by NH silica gel column chromatography (ethyl acetate-methanol system) to obtain the title compound (32 mg) as light yellow crystals. Starting materials: ClC1=CC=NC=2NC3=C(C21)CNCC3 (4-Chloro-6,7,8,9-tetrahydro-5H-dipyrido[2,3-b;3′,4′-d]pyrrole), C(C1=CC=CC=C1)N (benzylamine), CC(C)C1=CC(=C(C(=C1)C(C)C)C2=C(C=CC=C2)P(C3CCCCC3)C4CCCCC4)C(C)C (X-Phos), [OH-].[K+] (KOH). The reagents and catalysts are CC(=O)[O-].CC(=O)[O-].[Pd+2] (Pd(OAc)2). Solvent: C(C)(C)(C)O (tert-butanol), CCOC(=O)C.O (EtOAc H2O). Conditions: temperature 100 celsius, time 8 hour. The product is C(C1=CC=CC=C1)NC1=CC=NC=2NC3=C(C21)CNCC3 (Benzyl-(6,7,8,9-tetrahydro-5H-dipyrido[2,3-b;3′,4′-d]pyrrol-4-yl)-amine). Isolated yield 9.0%. RXN SMILES: Cl[C:2]1[C:10]2[C:9]3[CH2:11][NH:12][CH2:13][CH2:14][C:8]=3[NH:7][C:6]=2[N:5]=[CH:4][CH:3]=1.[CH2:15]([NH2:22])[C:16]1[CH:21]=[CH:20][CH:19]=[CH:18][CH:17]=1.CC(C1C=C(C(C)C)C(C2C=CC=CC=2P(C2CCCCC2)C2CCCCC2)=C(C(C)C)C=1)C.[OH-].[K+]>C(O)(C)(C)C.CCOC(C)=O.O.CC([O-])=O.CC([O-])=O.[Pd+2]>[CH2:15]([NH:22][C:2]1[C:10]2[C:9]3[CH2:11][NH:12][CH2:13][CH2:14][C:8]=3[NH:7][C:6]=2[N:5]=[CH:4][CH:3]=1)[C:16]1[CH:21]=[CH:20][CH:19]=[CH:18][CH:17]=1 |f:3.4,6.7,8.9.10|. Procedure: 4-Chloro-6,7,8,9-tetrahydro-5H-dipyrido[2,3-b;3′,4′-d]pyrrole (100 mg, 0.48 mmol), benzylamine (0.16 mL, 1.44 mmol), Pd(OAc)2 (5 mg, 0.02 mmol), X-Phos (23 mg, 0.05 mmol), and KOH (162 mg, 2.89 mmol) were dissolved in tert-butanol (2.0 mL), and stirred overnight at 100° C. The reaction mixture diluted with EtOAc/H2O, and filtered through an Extrelut column. The column was washed with EtOAc, and the filtrate was concentrated. The crude material was triturated with EtOAc, filtered, washed with EtO... Procedure: A mixture of EXAMPLE 50A (4 g), 1-(tert-butoxycarbonyl)pyrrole-2-boronic acid (5.44 g), and dichlorobis(triphenylphosphine)palladium(II) (1.2 g) in 7:3:2 DME/water/ethanol (300 mL) and 2M aqueous Na2CO3 (17.2 mL) at 80° C. was stirred for 140 minutes, cooled and concentrated. The concentrate was dissolved in ethyl acetate, washed with brine and concentrated. The concentrate was flash chromatographed on silica gel with 1:4 ethyl acetate/hexane. Reagents/catalysts: Cl[Pd]([P](C1=CC=CC=C1)(C2=CC=CC=C2)C3=CC=CC=C3)([P](C4=CC=CC=C4)(C5=CC=CC=C5)C6=CC=CC=C6)Cl (dichlorobis(triphenylphosphine)palladium(II)). As a reaction SMILES: Br[C:2]1[CH:11]=[CH:10][C:5]([C:6]([O:8][CH3:9])=[O:7])=[C:4]([F:12])[CH:3]=1.[C:13]([O:17][C:18]([N:20]1[CH:24]=[CH:23][CH:22]=[C:21]1B(O)O)=[O:19])([CH3:16])([CH3:15])[CH3:14].C([O-])([O-])=O.[Na+].[Na+]>Cl[Pd](Cl)([P](C1C=CC=CC=1)(C1C=CC=CC=1)C1C=CC=CC=1)[P](C1C=CC=CC=1)(C1C=CC=CC=1)C1C=CC=CC=1.COCCOC.O.C(O)C>[F:12][C:4]1[CH:3]=[C:2]([C:21]2[N:20]([C:18]([O:17][C:13]([CH3:16])([CH3:15])[CH3:14])=[O:19])[CH:24]=[CH:23][CH:22]=2)[CH:11]=[CH:10][C:5]=1[C:6]([O:8][CH3:9])=[O:7] |f:2.3.4,6.7.8,^1:36,55|. Yields the product FC=1C=C(C=CC1C(=O)OC)C=1N(C=CC1)C(=O)OC(C)(C)C (tert-butyl 2-(3-fluoro-4-methoxycarbonylphenyl)pyrrole-1-carboxylate). Starting materials: BrC1=CC(=C(C(=O)OC)C=C1)F (methyl 4-bromo-2-fluorobenzoate), C(C)(C)(C)OC(=O)N1C(=CC=C1)B(O)O (1-(tert-butoxycarbonyl)pyrrole-2-boronic acid), C(=O)([O-])[O-].[Na+].[Na+] (Na2CO3). The solvent is COCCOC.O.C(C)O (DME water ethanol). Starting materials: OCCCNCCCC1=CC=C(C=C1)[N+](=O)[O-] (N-(3-hydroxypropyl)-3-(4-nitrophenyl)propylamine), CN1C(N(C(C=C1N1CCN(CCC1)C1=C(C=CC=C1)[N+](=O)[O-])=O)C)=O (1,3-dimethyl-6-[4-(nitrophenyl)homopiperazin-1-yl]-2,4(1H,3H)-pyrimidinedione), CN1C(N(C(C=C1N1CCN(CCC1)C1=C(C=CC=C1)[N+](=O)[O-])=O)C)=O (1,3-dimethyl-6-[4-(nitrophenyl)homopiperazin-1-yl]-2,4(1H,3H)-pyrimidinedione), O.C1(=CC=C(C=C1)S(=O)(=O)O)C (p-toluene-sulfonic acid monohydrate). The solvent is C(C)#N (acetonitrile). The product is CN1C(N(C(C=C1NCCN(CCCO)CCCC1=CC=C(C=C1)[N+](=O)[O-])=O)C)=O (1,3-dimethyl-6-{2-[N-(3-hydroxypropyl)-3-(4-nitrophenyl)propylamino]ethylamino}-2,4(1H,3H)-pyrimidinedione). Yield: 109.9%. RXN SMILES: [OH:1][CH2:2][CH2:3][CH2:4][NH:5][CH2:6][CH2:7][CH2:8][C:9]1[CH:14]=[CH:13][C:12]([N+:15]([O-:17])=[O:16])=[CH:11][CH:10]=1.[CH3:18][N:19]1[C:24]([N:25]2CCCN(C3C=CC=CC=3[N+]([O-])=O)[CH2:27][CH2:26]2)=[CH:23][C:22](=[O:41])[N:21]([CH3:42])[C:20]1=[O:43].O.C1(C)C=CC(S(O)(=O)=O)=CC=1>C(#N)C>[CH3:18][N:19]1[C:24]([NH:25][CH2:26][CH2:27][N:5]([CH2:6][CH2:7][CH2:8][C:9]2[CH:10]=[CH:11][C:12]([N+:15]([O-:17])=[O:16])=[CH:13][CH:14]=2)[CH2:4][CH2:3][CH2:2][OH:1])=[CH:23][C:22](=[O:41])[N:21]([CH3:42])[C:20]1=[O:43] |f:2.3|. Procedure: N-(3-hydroxypropyl)-3-(4-nitrophenyl)propylamine (0.7 g), 0.53 g of 6-(1-aziridinyl)-1,3-dimethyl-2,4(1H,3H)-pyrimidinedione (compound 6) and 50 mg of p-toluene-sulfonic acid monohydrate were dissolved in 30 ml of acetonitrile, and then the solvent was removed in vacuo. The resultant oil was allowed to react at 80° C. for 3 hours and subjected to silica gel column chromatograph (chloroform/methanol=40:1 (v/v)) for purification: 0.68 g of 1,3-dimethyl-6-{2-[N-(3-hydroxypropyl)-3-(4-nitrophenyl)pr...